Task: describe an organic reaction: reactants, conditions, products, and yield. Dataset: the Open Reaction Database (ORD), a public repository of structured organic reaction records The reactants are Cl.FC1=CC=C(C=C1)C1(CCC1)N (1-(4-fluorophenyl)cyclobutanamine hydrochloride), O=C1N(CCCC1C1=CC=CC=C1)CC(=O)O (2-(2-oxo-3-phenylpiperidin-1-yl)acetic acid), C(C)N=C=NCCCN(C)C (N1-((ethylimino)methylene)-N3,N3-dimethylpropane-1,3-diamine). Run in ClCCl (dichloromethane). Run at time 60 hour. The product is FC1=CC=C(C=C1)C1(CCC1)NC(CN1C(C(CCC1)C1=CC=CC=C1)=O)=O (N-[1-(4-fluorophenyl)cyclobutyl]-2-(2-oxo-3-phenylpiperidin-1-yl)acetamide). As a reaction SMILES: Cl.[F:2][C:3]1[CH:8]=[CH:7][C:6]([C:9]2([NH2:13])[CH2:12][CH2:11][CH2:10]2)=[CH:5][CH:4]=1.[O:14]=[C:15]1[CH:20]([C:21]2[CH:26]=[CH:25][CH:24]=[CH:23][CH:22]=2)[CH2:19][CH2:18][CH2:17][N:16]1[CH2:27][C:28](O)=[O:29].C(N=C=NCCCN(C)C)C>ClCCl>[F:2][C:3]1[CH:4]=[CH:5][C:6]([C:9]2([NH:13][C:28](=[O:29])[CH2:27][N:16]3[CH2:17][CH2:18][CH2:19][CH:20]([C:21]4[CH:26]=[CH:25][CH:24]=[CH:23][CH:22]=4)[C:15]3=[O:14])[CH2:12][CH2:11][CH2:10]2)=[CH:7][CH:8]=1 |f:0.1|. Reported procedure: To a solution of 1-(4-fluorophenyl)cyclobutanamine hydrochloride (0.048 g, 0.236 mmol) and 2-(2-oxo-3-phenylpiperidin-1-yl)acetic acid (Example 91D, 0.050 g, 0.214 mmol) in dichloromethane (0.5 mL) was added N1-((ethylimino)methylene)-N3,N3-dimethylpropane-1,3-diamine (0.049 mL, 0.279 mmol) (0.049 mL, 0.279 mmol), and the reaction was stirred for approximately 60 hours. The reaction was loaded directly onto a SF15-12 silica gel column (Analogix®, Burlington, Wis.), and the title compound was elu... Reactants: BrC=1C(=C(C=O)C=C(C1)SC)OCCC1=CC=CC=C1 (3-Bromo-5-methylsulfanyl-2-phenethyloxy-benzaldehyde), Cl.NCCCNC1=CC(C2=C(N1)C=CS2)=O (5-(3-amino-propylamino)-4H-thieno[3,2-b]pyridine-7-one hydrochloride salt). Product: BrC=1C(=C(CNCCCNC2=CC(C3=C(N2)C=CS3)=O)C=C(C1)SC)OCCC1=CC=CC=C1 (5-[3-(3-bromo-5-methylsulfanyl-2-phenethyloxy-benzylamino)-propylamino]-4H-thieno[3,2-b]pyridine-7-one). Reported procedure: 5-[3-(3-bromo-5-methylsulfanyl-2-phenethyloxy-benzylamino)-propylamino]-4H-thieno[3,2-b]pyridine-7-one was prepared by reductive amination of the aldehyde prepared in Example 3 with amine XVIII following method C. Reaction SMILES: [Br:1][C:2]1[C:3]([O:12][CH2:13][CH2:14][C:15]2[CH:20]=[CH:19][CH:18]=[CH:17][CH:16]=2)=[C:4]([CH:7]=[C:8]([S:10][CH3:11])[CH:9]=1)[CH:5]=O.Cl.[NH2:22][CH2:23][CH2:24][CH2:25][NH:26][C:27]1[NH:32][C:31]2[CH:33]=[CH:34][S:35][C:30]=2[C:29](=[O:36])[CH:28]=1>>[Br:1][C:2]1[C:3]([O:12][CH2:13][CH2:14][C:15]2[CH:20]=[CH:19][CH:18]=[CH:17][CH:16]=2)=[C:4]([CH:7]=[C:8]([S:10][CH3:11])[CH:9]=1)[CH2:5][NH:22][CH2:23][CH2:24][CH2:25][NH:26][C:27]1[NH:32][C:31]2[CH:33]=[CH:34][S:35][C:30]=2[C:29](=[O:36])[CH:28]=1 |f:1.2|. The reactants are C(C)(C)(C)OC(NCCCNC1=NC(=NC=C1Br)Cl)=O ([3-(5-bromo-2-chloro-pyrimidin-4-ylamino)-propyl]-carbamic acid-tert-butyl-ester), solution, Cl (hydrochloric acid). The solvent is C(C)#N (acetonitrile), O1CCOCC1 (dioxane). Conditions: time 4 hour. Yields the product Cl.BrC=1C(=NC(=NC1)Cl)NCCCN (N-(5-Bromo-2-chloro-pyrimidin-4-yl)-propane-1,3-diamine Hydrochloride). As a reaction SMILES: C(OC(=O)[NH:7][CH2:8][CH2:9][CH2:10][NH:11][C:12]1[C:17]([Br:18])=[CH:16][N:15]=[C:14]([Cl:19])[N:13]=1)(C)(C)C.Cl>C(#N)C.O1CCOCC1>[ClH:19].[Br:18][C:17]1[C:12]([NH:11][CH2:10][CH2:9][CH2:8][NH2:7])=[N:13][C:14]([Cl:19])=[N:15][CH:16]=1 |f:4.5|. Procedure details: A solution of 5.0 g (13.7 mmol) of [3-(5-bromo-2-chloro-pyrimidin-4-ylamino)-propyl]-carbamic acid-tert-butyl-ester in 150 ml of acetonitrile is mixed with 25 ml of a 4 molar solution of hydrochloric acid in dioxane and stirred at room temperature. After 4 hours, the solvent is drawn off in a rotary evaporator, and the residue is dried in a drying oven. 4.1 g (13.7 mmol, corresponding to 100% of theory) of the product is obtained. The reactants are O[PH2]=O (H3PO2), OP=O (hypophosphorus acid), C(C[*:2])[*:1] (polyethylene), O.O.O.O.[N+](=O)([O-])[O-].[Ca+2].[N+](=O)([O-])[O-] (calcium nitrate tetrahydrate), solid ( A ), Ca3(PO4)2, O.O.O.O.[N+](=O)([O-])[O-].[Ca+2].[N+](=O)([O-])[O-] (calcium nitrate tetrahydrate), Ca(NO3)2.4H2O, O[PH2]=O (H3PO2), Ca phosphate. Run at time 2 minute. Product: P(=O)([O-])([O-])[O-].[Ca+2].P(=O)([O-])([O-])[O-].[Ca+2].[Ca+2] (Calcium Phosphate). RXN SMILES: [OH:1][P:2]=[O:3].[OH:4][PH2:5]=[O:6].[OH2:7].[OH2:8].O.O.[N+]([O-])([O-])=O.[Ca+2:15].[N+]([O-])([O-])=O>>[P:2]([O-:8])([O-:7])([O-:1])=[O:3].[Ca+2:15].[P:5]([O-:8])([O-:7])([O-:4])=[O:6].[Ca+2:15].[Ca+2:15] |f:2.3.4.5.6.7.8,9.10.11.12.13|. Procedure details: An aqueous solution of 8.51 g 50 wt % hypophosphorus acid, H3PO2 (Alfa/Aesar reagent #14142, CAS #6303-21-5), equivalent to 71.95 wt % [PO4]−3 was combined with 8.00 g distilled water to form a clear, colorless solution contained in a 250 ml Pyrex beaker. To this solution was added 22.85 g calcium nitrate tetrahydrate salt, Ca(NO3)2.4H2O (ACS reagent, Aldrich Chemical Co., Inc. #23,712-4, CAS #13477-34-4), equivalent to 16.97 wt % Ca. The molar ratio of Ca/phosphate in this mixture was 3/2 and t... Reactants: FC=1C=C(C=CC1F)[C@@H]1NC(O[C@H]1COS(=O)(=O)C(F)(F)F)=O ((4S, 5R) 4-(3,4-difluorophenyl)-5-(trifluoromethanesulfonyloxymethyl)-oxazolidin-2-one), N1C=NC=C1 (imidazole). Run in O1CCCC1 (tetrahydrofuran). Reaction conditions: time 45 minute. Product: FC=1C=C(C=CC1F)[C@@H]1NC(O[C@@H]1CN1C=NC=C1)=O ((4S, 5R) 4-(3,4-difluorophenyl)-5-(imidazol-1-ylmethyl)-oxazolidin-2-one). RXN SMILES: [F:1][C:2]1[CH:3]=[C:4]([C@H:9]2[C@H:13]([CH2:14]OS(C(F)(F)F)(=O)=O)[O:12][C:11](=[O:23])[NH:10]2)[CH:5]=[CH:6][C:7]=1[F:8].[NH:24]1[CH:28]=[CH:27][N:26]=[CH:25]1>O1CCCC1>[F:1][C:2]1[CH:3]=[C:4]([C@H:9]2[C@@H:13]([CH2:14][N:24]3[CH:28]=[CH:27][N:26]=[CH:25]3)[O:12][C:11](=[O:23])[NH:10]2)[CH:5]=[CH:6][C:7]=1[F:8]. Procedure details: To a solution of (4S, 5R) 4-(3,4-difluorophenyl)-5-(trifluoromethanesulfonyloxymethyl)-oxazolidin-2-one (approximately 1.7 g, 4.6 mmol maximum) in tetrahydrofuran (40 mL) was added imidazole (1.6 g, 23 mmol) and the mixture stirred at ambient temperature 45 min. The volatiles were removed and the residue taken up in ethyl acetate (100 mL), washed with water (2×50 mL), brine (1×50 mL), dried over magnesium sulfate, filtered and concentrated in vacuo to provide an oil. The oil was purified by pres... The reactants are COc1ccc(-c2ccc(N)cc2)cn1, O=C1CCC(=O)N1Br. The product is COc1ccc(-c2ccc(N)c(Br)c2)cn1. RXN SMILES: [CH3:1][O:2][c:3]1[cH:4][cH:5][c:6](-[c:9]2[cH:10][cH:11][c:12]([NH2:15])[cH:13][cH:14]2)[cH:7][n:8]1.[O:16]=[C:17]1[N:18]([Br:23])[C:19](=[O:20])[CH2:21][CH2:22]1>>[CH3:1][O:2][c:3]1[cH:4][cH:5][c:6](-[c:9]2[cH:10][cH:11][c:12]([NH2:15])[c:13]([Br:23])[cH:14]2)[cH:7][n:8]1. The reactants are [N+](=O)([O-])C=1C=C(CN)C=CC1 (3-nitrobenzylamine), ClC=1C2=C(N=C(N1)C1=NC=CC=C1)SC(=C2)Cl (4-chloro-2-(pyridin-2-yl)-6-chloro-thieno-[2,3-d]-pyrimidine). Product: N1=C(C=CC=C1)C=1N=C(C2=C(N1)SC(=C2)Cl)NCC2=CC(=CC=C2)[N+](=O)[O-] (2-(pyridin-2-yl)-4-(3-nitrobenzylamino)-6-chloro-thieno-[2,3-d]-pyrimidine). As a reaction SMILES: [N+:1]([C:4]1[CH:5]=[C:6]([CH:9]=[CH:10][CH:11]=1)[CH2:7][NH2:8])([O-:3])=[O:2].Cl[C:13]1[C:14]2[CH:27]=[C:26]([Cl:28])[S:25][C:15]=2[N:16]=[C:17]([C:19]2[CH:24]=[CH:23][CH:22]=[CH:21][N:20]=2)[N:18]=1>>[N:20]1[CH:21]=[CH:22][CH:23]=[CH:24][C:19]=1[C:17]1[N:18]=[C:13]([NH:8][CH2:7][C:6]2[CH:9]=[CH:10][CH:11]=[C:4]([N+:1]([O-:3])=[O:2])[CH:5]=2)[C:14]2[CH:27]=[C:26]([Cl:28])[S:25][C:15]=2[N:16]=1. Procedure: With the procedure of Example 1, the reaction of 3-nitrobenzylamine with 4-chloro-2-(pyridin-2-yl)-6-chloro-thieno-[2,3-d]-pyrimidine yields 2-(pyridin-2-yl)-4-(3-nitrobenzylamino)-6-chloro-thieno-[2,3-d]-pyrimidine.